Dataset: the Open Reaction Database (ORD), a public repository of structured organic reaction records. Task: describe an organic reaction: reactants, conditions, products, and yield Starting materials: BrC1=C(C(=CC(=C1)[N+](=O)[O-])N)N (3-bromo-5-nitrobenzene-1,2-diamine), C(C)(=O)O (acetic acid). Product: BrC1=CC(=CC=2NC(=NC21)C)[N+](=O)[O-] (4-bromo-2-methyl-6-nitro-1H-benzo[d]imidazole). Isolated yield 56.6%. RXN SMILES: [Br:1][C:2]1[CH:7]=[C:6]([N+:8]([O-:10])=[O:9])[CH:5]=[C:4]([NH2:11])[C:3]=1[NH2:12].[C:13](O)(=O)[CH3:14]>>[Br:1][C:2]1[C:3]2[N:12]=[C:13]([CH3:14])[NH:11][C:4]=2[CH:5]=[C:6]([N+:8]([O-:10])=[O:9])[CH:7]=1. Procedure: A mixture of 3-bromo-5-nitrobenzene-1,2-diamine (90 g, 389 mmol) in acetic acid (800 mL) was stirred under reflux for 18 h. The solvent was removed in vacuo. The residue was purified by silica gel column chromatography (petroleum ether/ethyl acetate=1/1) to give the product (56 g, 56.6%) as a brown solid; LC/MS: MS (ES+) m/e 256 [M+H]+; 1H NMR (300 MHz, DMSO-d6) δ ppm 2.60 (s, 3H), 8.20 (d, J=1.8 Hz, 3H), 8.34 (d, J=1.8 Hz, 2H), 13.25 (s, br, 1H). The reactants are CN1CCN(CC1)C(=O)C1=CC=C(OC2C(C(N2)=O)(CC)CC)C=C1 (4-[4-[[(4-methyl)piperazin-1-yl]carbonyl]phenoxy]-3,3-diethyl-2-azetidinone), C(C1=CC=CC=C1)OC(=O)CCN=C=O (2-(benzyloxycarbonyl)ethylisocyanate). Yields the product CN1CCN(CC1)C(=O)C1=CC=C(OC2C(C(N2C(=O)NCCC(=O)OCC2=CC=CC=C2)=O)(CC)CC)C=C1 (4-[4-[[(4-Methyl)piperazin-1-yl]carbonyl]phenoxy]-1-[2-(benzyloxycarbonyl)ethylaminocarbonyl]-3,3-diethyl-2-azetidinone). As a reaction SMILES: [CH3:1][N:2]1[CH2:7][CH2:6][N:5]([C:8]([C:10]2[CH:25]=[CH:24][C:13]([O:14][CH:15]3[NH:18][C:17](=[O:19])[C:16]3([CH2:22][CH3:23])[CH2:20][CH3:21])=[CH:12][CH:11]=2)=[O:9])[CH2:4][CH2:3]1.[CH2:26]([O:33][C:34]([CH2:36][CH2:37][N:38]=[C:39]=[O:40])=[O:35])[C:27]1[CH:32]=[CH:31][CH:30]=[CH:29][CH:28]=1>>[CH3:1][N:2]1[CH2:7][CH2:6][N:5]([C:8]([C:10]2[CH:25]=[CH:24][C:13]([O:14][CH:15]3[N:18]([C:39]([NH:38][CH2:37][CH2:36][C:34]([O:33][CH2:26][C:27]4[CH:32]=[CH:31][CH:30]=[CH:29][CH:28]=4)=[O:35])=[O:40])[C:17](=[O:19])[C:16]3([CH2:20][CH3:21])[CH2:22][CH3:23])=[CH:12][CH:11]=2)=[O:9])[CH2:4][CH2:3]1. Procedure details: According to the method of Shrenik et al (J. Med. Chem., 35, 3745-3754 (1992)), 4-[4-[[(4-methyl)piperazin-1-yl]carbonyl]phenoxy]-3,3-diethyl-2-azetidinone, prepared as in Example 5, step F, (0.68 g, 1.97 mmol) and 2-(benzyloxycarbonyl)ethylisocyanate (0.705 g, 3.94 mmol) gave, following purification by flash column chromatography (gradient from petrol/EtOAc, 1:1 to MeOH/EtOAc, 1:9 to MeOH/EtOAc, 1:1), the title compound (840 mg, 78%) as an oil. The reactants are alkynyl zinc, tetrakistriphenylphosphine palladium, fused zinc chloride, CC1(CCC(C2=CC(=CC=C12)C#C)(C)C)C (1,1,4,4-tetramethyl-1,2,3,4-tetrahydro-6-ethynylnapthalene), C(CCC)[Li] (n-butyllithium), ClC1=NC=C(C(=O)OCC)C=C1 (ethyl 6-chloronicotinoate), resultant mixture. The solvent is C1CCOC1 (THF), C1CCOC1 (THF), C1CCOC1 (THF), CCCCCC (hexane), C1CCOC1 (THF). Run at temperature 0 celsius, time 15 minute. Product: CC1(C=2C=CC(=CC2C(CC1)(C)C)C#CC1=NC=C(C(=O)OCC)C=C1)C (Ethyl 6-[2-(5,5,8,8-tetramethyl-5,6,7,8-tetrahydronaphth-2-yl)ethynyl]nicotinoate). RXN SMILES: [CH3:1][C:2]1([CH3:16])[C:11]2[C:6](=[CH:7][C:8]([C:12]#[CH:13])=[CH:9][CH:10]=2)[C:5]([CH3:15])([CH3:14])[CH2:4][CH2:3]1.C([Li])CCC.Cl[C:23]1[CH:33]=[CH:32][C:26]([C:27]([O:29][CH2:30][CH3:31])=[O:28])=[CH:25][N:24]=1>CCCCCC.C1COCC1>[CH3:1][C:2]1([CH3:16])[CH2:3][CH2:4][C:5]([CH3:15])([CH3:14])[C:6]2[CH:7]=[C:8]([C:12]#[C:13][C:23]3[CH:33]=[CH:32][C:26]([C:27]([O:29][CH2:30][CH3:31])=[O:28])=[CH:25][N:24]=3)[CH:9]=[CH:10][C:11]1=2. Procedure: The reaction vessels used in this procedure were flame dried under vacuum and all operations were carried out in an oxygen-free argon or nitrogen atmosphere. To a solution of 417.6 mg 1.9667 mmol) of 1,1,4,4-tetramethyl-1,2,3,4-tetrahydro-6-ethynylnapthalene in 3 ml of dry tetrahydrofuron (THF) at 0° C. was added dropwise 1.3 ml of 1.6M (2.32 mmol) n-butyllithium in hexane. This mixture was stirred at 0° C. for 10 minutes and at room temperature for 15 minutes, cooled again to 0° C. and then tre... The reactants are ( 2 ), ( 3 ), FC(CCS(=O)(=O)N(C)[C@H](C(=O)OC)CCC=C)(F)F ((S)-Methyl 2-(3,3,3-trifluoro-N-methylpropylsulfonamido)hex-5-enoate), C(C)OC1=C(SC=C1)C(=O)N(C)[C@H](C(=O)OC)CC=C ((S)-methyl 2-(3-ethoxy-N-methylthiophene-2-carboxamido)pent-4-enoate). Product: C(C)OC1=C(SC=C1)C(=O)N(C)[C@H](C(=O)O)CC=C ((S)-2-(3-ethoxy-N-methylthiophene-2-carboxamido)pent-4-enoic acid). The yield is 89.0%. Reaction SMILES: FC(F)(F)CCS(N([C@@H](CCC=C)C(OC)=O)C)(=O)=O.[CH2:21]([O:23][C:24]1[CH:28]=[CH:27][S:26][C:25]=1[C:29]([N:31]([C@@H:33]([CH2:38][CH:39]=[CH2:40])[C:34]([O:36]C)=[O:35])[CH3:32])=[O:30])[CH3:22]>>[CH2:21]([O:23][C:24]1[CH:28]=[CH:27][S:26][C:25]=1[C:29]([N:31]([C@@H:33]([CH2:38][CH:39]=[CH2:40])[C:34]([OH:36])=[O:35])[CH3:32])=[O:30])[CH3:22]. Procedure: Step N (2): Same procedure as Step A (3). (S)-Methyl 2-(3,3,3-trifluoro-N-methylpropylsulfonamido)hex-5-enoate from Step N (1) was subjected to the ester hydrolysis protocol. The procedure provided 68 mg (89% yield) of the title compound as a colorless oil. LC-MS (M+H)+=284.27. Reactants: Cl.BrC=1C=CC2=C(CN(CCN2CC=2N=CNC2)C(=O)C2=CC=CC3=CC=CC=C23)C1 (7-Bromo-2,3,4,5-tetrahydro-1-(1H-imidazol-4-ylmethyl)-4-(1-naphthalenylcarbonyl)-1H-1,4-benzodiazepine, hydrochloride), Cl.BrC=1C=CC2=C(CN(CCN2CC=2N=CNC2)C(=O)C2=CC=CC3=CC=CC=C23)C1 (7-Bromo-2,3,4,5-tetrahydro-1-(1H-imidazol-4-ylmethyl)-4-(1-naphthalenylcarbonyl)-1H-1,4-benzodiazepine, hydrochloride), Cl.BrC=1C=CC2=C(CN(CCN2CC=2N=CNC2)C(=O)C2=CC=CC3=CC=CC=C23)C1 (7-Bromo-2,3,4,5-tetrahydro-1-(1H-imidazol-4-ylmethyl)-4-(1-naphthalenylcarbonyl)-1H-1,4-benzodiazepine, hydrochloride), C1(=CC=CC2=CC=CC=C12)C(=O)N1CCNCC2=C1C=CC=C2 (2,3,4,5-Tetrahydro-1-(1-naphthalenylcarbonyl)-1H-1,4-benzodiazepine), C1(=CC=CC2=CC=CC=C12)C(=O)N1CCNCC2=C1C=CC=C2 (2,3,4,5-Tetrahydro-1-(1-naphthalenylcarbonyl)-1H-1,4-benzodiazepine), Cl.N1C=NC(=C1)CN1CCN(CC2=C1C=CC=C2)C(=O)C2=CC=CC1=CC=CC=C21 (2,3,4,5-Tetrahydro-1-(1H-imidazol-4-ylmethyl)-4-(1-naphthalenylcarbonyl)-1H-1,4-benzodiazepine, hydrochloride). Solvent: C(Cl)Cl (methylene chloride). Product: Cl.Cl.BrC=1C=CC2=C(CN(CCN2C(=O)C2=CC=CC3=CC=CC=C23)CC=2N=CNC2)C1 (7-Bromo-2,3,4,5-tetrahydro-4-(1H-imidazol-4-ylmethyl)-1-(1-naphthalenylcarbonyl)-1H-1,4-benzodiazepine, dihydrochloride). Reaction SMILES: [ClH:1].[Br:2][C:3]1[CH:4]=[CH:5][C:6]2[N:12]([CH2:13][C:14]3[N:15]=[CH:16][NH:17][CH:18]=3)[CH2:11][CH2:10][N:9]([C:19]([C:21]3[C:30]4[C:25](=[CH:26][CH:27]=[CH:28][CH:29]=4)[CH:24]=[CH:23][CH:22]=3)=[O:20])[CH2:8][C:7]=2[CH:31]=1.C1(C(N2C3C=CC=CC=3CNCC2)=O)C2C(=CC=CC=2)C=CC=1.Cl.N1C=C(CN2C3C=CC=CC=3CN(C(C3C4C(=CC=CC=4)C=CC=3)=O)CC2)N=C1>C(Cl)Cl>[ClH:1].[ClH:1].[Br:2][C:3]1[CH:31]=[CH:7][C:8]2[N:9]([C:19]([C:21]3[C:30]4[C:25](=[CH:26][CH:27]=[CH:28][CH:29]=4)[CH:24]=[CH:23][CH:22]=3)=[O:20])[CH2:10][CH2:11][N:12]([CH2:13][C:14]3[N:15]=[CH:16][NH:17][CH:18]=3)[CH2:6][C:5]=2[CH:4]=1 |f:0.1,3.4,6.7.8|. Reported procedure: Example 42 was prepared as an off white solid from 7-bromo-1,4-benzodiazepine (prepared as described in Compound B of Example 11) using the following procedure: Compound A of Example 4; Compound B of Example 4; Compound C of Example 4; Compound D of Example 1, using methylene chloride as solvent, purification by prep HPLC (YMC S5 ODS 30×250 mm; gradient elution with 0 to 100% buffer B over 45 min; buffer A=MeOH:H2O:TFA (10:90:0.1); buffer B=MeOH:H2O:TFA (90:10:0.1); 25 mL/min) and conversion to ... Reactants: C(C1=CC=CC=C1)OC(=O)N[C@@H](CC1CCCCC1)C1OC1 ((1(S)-benzyloxycarbonylamino-2-cyclohexyl-ethyl)-oxirane), ice, [I-].[Na+] (sodium iodide), C[Si](Cl)(C)C (trimethylchlorosilane). Run in C(C)#N (acetonitrile). Run at time 40 minute. Yields the product C(C1=CC=CC=C1)OC(=O)N[C@H](C(CI)O)CC1CCCCC1 (3(S)-benzyloxycarbonylamino-4-cyclohexyl-1-iodobutane-2(R,S)-ol). RXN SMILES: [CH2:1]([O:8][C:9]([NH:11][C@H:12]([CH:20]1[CH2:22][O:21]1)[CH2:13][CH:14]1[CH2:19][CH2:18][CH2:17][CH2:16][CH2:15]1)=[O:10])[C:2]1[CH:7]=[CH:6][CH:5]=[CH:4][CH:3]=1.[I-:23].[Na+].C[Si](C)(C)Cl>C(#N)C>[CH2:1]([O:8][C:9]([NH:11][C@@H:12]([CH2:13][CH:14]1[CH2:19][CH2:18][CH2:17][CH2:16][CH2:15]1)[CH:20]([OH:21])[CH2:22][I:23])=[O:10])[C:2]1[CH:7]=[CH:6][CH:5]=[CH:4][CH:3]=1 |f:1.2|. Procedure: 42.3 g of (1(S)-benzyloxycarbonylamino-2-cyclohexyl-ethyl)-oxirane are taken up in 200 ml of acetonitrile and the resulting solution is cooled to 0°. After the addition of 20.9 g of sodium iodide, there are added dropwise at 0°, over a period of 30 minutes, 17.7 ml of trimethylchlorosilane. The mixture is stirred at 0°-3° for 40 minutes and then poured onto 700 ml of ice-cold water. The aqueous mixture is extracted with ether, and the organic phase is washed with 750 ml of 5% aqueous sodium thio... The reactants are CCOC(C)=O, CN1CCOCC1, CC1CCC(N)CC1, CCCCCC, CN(C)C=O, ClCCl, O=C(O)c1ccc(C(c2cc(F)ccc2F)S(=O)(=O)c2ccc(Cl)cc2)nc1, O=S(Cl)Cl. Yields the product CC1CCC(NC(=O)c2ccc(C(c3cc(F)ccc3F)S(=O)(=O)c3ccc(Cl)cc3)nc2)CC1. Reaction SMILES: [C:57]([O:58][CH2:59][CH3:60])(=[O:61])[CH3:62].[CH3:33][N:34]1[CH2:35][CH2:36][O:37][CH2:38][CH2:39]1.[CH3:40][CH:41]1[CH2:42][CH2:43][CH:44]([NH2:47])[CH2:45][CH2:46]1.[CH3:51][CH2:52][CH2:53][CH2:54][CH2:55][CH3:56].[CH3:63][N:64]([CH3:65])[CH:66]=[O:67].[Cl:48][CH2:49][Cl:50].[Cl:5][c:6]1[cH:7][cH:8][c:9]([S:12](=[O:13])(=[O:14])[CH:15]([c:16]2[cH:17][cH:18][c:19]([C:22](=[O:23])[OH:24])[cH:20][n:21]2)[c:25]2[c:26]([F:32])[cH:27][cH:28][c:29]([F:31])[cH:30]2)[cH:10][cH:11]1.[S:1]([Cl:2])([Cl:3])=[O:4]>>[Cl:5][c:6]1[cH:7][cH:8][c:9]([S:12](=[O:13])(=[O:14])[CH:15]([c:16]2[cH:17][cH:18][c:19]([C:22](=[O:24])[NH:47][CH:44]3[CH2:43][CH2:42][CH:41]([CH3:40])[CH2:46][CH2:45]3)[cH:20][n:21]2)[c:25]2[c:26]([F:32])[cH:27][cH:28][c:29]([F:31])[cH:30]2)[cH:10][cH:11]1. The reactants are C(C)OC=1C=C(C=CC1OC)[C@H]1CSCC[C@H]1NC(=O)C1=CC=C(C(=O)OC)C=C1 (methyl 4-{[(3R,4R)-3-(3-ethoxy-4-methoxyphenyl)tetrahydro-2H-thiopyran-4-yl]carbamoyl}benzoate), C([O-])([O-])=O.[K+].[K+] (potassium carbonate), O=P(Cl)(Cl)Cl (POCl3). The solvent is C(C)#N (ACN), O=[N+]([O-])[O-].[O-][N+]([O-])=O.[O-][N+]([O-])=O.[O-][N+]([O-])=O.[O-][N+]([O-])=O.[O-][N+]([O-])=O.[Ce+4].[NH4+].[NH4+] (CAN). The product is C(C)OC1=CC=2[C@@H]3[C@H](N=C(C2C=C1OC)C1=CC=C(C(=O)OC)C=C1)CCSC3 (Methyl 4-[(4aR,10bR)-9-ethoxy-8-methoxy-3,4,4a,10b-tetrahydro-1H-thiopyrano[4,3-c]isoquinolin-6-yl]benzoate). Reaction SMILES: [CH2:1]([O:3][C:4]1[CH:5]=[C:6]([C@@H:12]2[C@H:17]([NH:18][C:19]([C:21]3[CH:30]=[CH:29][C:24]([C:25]([O:27][CH3:28])=[O:26])=[CH:23][CH:22]=3)=O)[CH2:16][CH2:15][S:14][CH2:13]2)[CH:7]=[CH:8][C:9]=1[O:10][CH3:11])[CH3:2].C(=O)([O-])[O-].[K+].[K+].O=P(Cl)(Cl)Cl>C(#N)C.O=[N+]([O-])[O-].[O-][N+](=O)[O-].[O-][N+](=O)[O-].[O-][N+](=O)[O-].[O-][N+](=O)[O-].[O-][N+](=O)[O-].[Ce+4].[NH4+].[NH4+]>[CH2:1]([O:3][C:4]1[C:9]([O:10][CH3:11])=[CH:8][C:7]2[C:19]([C:21]3[CH:30]=[CH:29][C:24]([C:25]([O:27][CH3:28])=[O:26])=[CH:23][CH:22]=3)=[N:18][C@@H:17]3[CH2:16][CH2:15][S:14][CH2:13][C@@H:12]3[C:6]=2[CH:5]=1)[CH3:2] |f:1.2.3,6.7.8.9.10.11.12.13.14|. Procedure: To a suspension of methyl 4-{[(3R,4R)-3-(3-ethoxy-4-methoxyphenyl)tetrahydro-2H-thiopyran-4-yl]carbamoyl}benzoate (20.5 g; compound C12) and potassium carbonate (6.6 g) in ACN (400 ml) is slowly added a solution of POCl3 (13.2 ml) in CAN (50 ml) at 0° C. Subsequently the mixture is heated under reflux for 17 h. The reaction is quenched by addition of water (300 ml) at RT and the pH value is adjusted to pH 7.6 by addition of a 40% aqueous sodium hydroxide solution. The acetonitrile is removed in ...